Dataset: the Open Reaction Database (ORD), a public repository of structured organic reaction records. Task: describe an organic reaction: reactants, conditions, products, and yield The reactants are CC(C(=O)N(C1=NC(=CC=C1CCC(=O)OCCCC)OC)CC1OC(OC1)=O)(C)C (butyl 3-[2-{(2,2-dimethylpropanoyl)[(2-oxo-1,3-dioxolan-4-yl)methyl]amino}-6-(methyloxy)-3-pyridinyl]propanoate), Cl (HCl). Solvent: CO (methanol). Yields the product OC(CN1C(CCC2=CC=C(N=C12)OC)=O)CO (1-(2,3-Dihydroxypropyl)-7-(methyloxy)-3,4-dihydro-1,8-naphthyridin-2(1H)-one). The yield is 66.3%. RXN SMILES: CC(C)(C)C([N:5]([CH2:23][CH:24]1[CH2:28][O:27]C(=O)[O:25]1)[C:6]1[C:11]([CH2:12][CH2:13][C:14](OCCCC)=[O:15])=[CH:10][CH:9]=[C:8]([O:21][CH3:22])[N:7]=1)=O.Cl>CO>[OH:25][CH:24]([CH2:28][OH:27])[CH2:23][N:5]1[C:6]2[C:11](=[CH:10][CH:9]=[C:8]([O:21][CH3:22])[N:7]=2)[CH2:12][CH2:13][C:14]1=[O:15]. Reported procedure: A solution of butyl 3-[2-{(2,2-dimethylpropanoyl)[(2-oxo-1,3-dioxolan-4-yl)methyl]amino}-6-(methyloxy)-3-pyridinyl]propanoate (6.065 g, 13.911 mmol) in methanol (100 ml) was treated with concentrated aqueous HCl (12M, 50 ml) and then heated at reflux for 48 h. The reaction mixture was then concentrated to approximately 50 ml, neutralised with potassium carbonate and extracted with 20% methanol/DCM (3×100 ml). The organic extracts were dried (MgSO4), and evaporated to give the crude product as a ... The reactants are COc1cc2ncnc(Oc3cccc(N)c3)c2cc1OC, CCOCC, CS(C)=O, O=C(Nc1cc(C2CC2)nn1-c1ccccc1)Oc1ccccc1, O. Product: COc1cc2ncnc(Oc3cccc(NC(=O)Nc4cc(C5CC5)nn4-c4ccccc4)c3)c2cc1OC. Reaction SMILES: [CH3:25][O:26][c:27]1[cH:28][c:29]2[c:30]([O:39][c:40]3[cH:41][c:42]([NH2:43])[cH:44][cH:45][cH:46]3)[n:31][cH:32][n:33][c:34]2[cH:35][c:36]1[O:37][CH3:38].[CH3:48][CH2:49][O:50][CH2:51][CH3:52].[CH3:53][S:54]([CH3:55])=[O:56].[CH:1]1([c:4]2[n:5][n:6](-[c:19]3[cH:20][cH:21][cH:22][cH:23][cH:24]3)[c:7]([NH:9][C:10]([O:11][c:12]3[cH:13][cH:14][cH:15][cH:16][cH:17]3)=[O:18])[cH:8]2)[CH2:2][CH2:3]1.[OH2:47]>>[CH:1]1([c:4]2[n:5][n:6](-[c:19]3[cH:20][cH:21][cH:22][cH:23][cH:24]3)[c:7]([NH:9][C:10](=[O:18])[NH:43][c:42]3[cH:41][c:40]([O:39][c:30]4[c:29]5[cH:28][c:27]([O:26][CH3:25])[c:36]([O:37][CH3:38])[cH:35][c:34]5[n:33][cH:32][n:31]4)[cH:46][cH:45][cH:44]3)[cH:8]2)[CH2:2][CH2:3]1. Reactants: NC1=C(C(=O)OC(C)(C)C)C=CC(=C1)CCC1=CC=CC=C1 (tert-butyl 2-amino-4-phenethylbenzoate), BrC=1C=C(C=CC1)C (3-bromotoluene), C([O-])([O-])=O.[Cs+].[Cs+] (cesium carbonate), C1(CCCCC1)P(C1=C(C=CC=C1)C1=C(C=C(C=C1C(C)C)C(C)C)C(C)C)C1CCCCC1 (2-dicyclohexylphosphino-2′,4′,6′-triisopropylbiphenyl), C1(CCCCC1)P(C1=C(C=CC=C1)C1=C(C=C(C=C1C(C)C)C(C)C)C(C)C)C1CCCCC1 (2-dicyclohexylphosphino-2′,4′,6′-triisopropylbiphenyl). Reagents/catalysts: C=1C=CC(=CC1)/C=C/C(=O)/C=C/C2=CC=CC=C2.C=1C=CC(=CC1)/C=C/C(=O)/C=C/C2=CC=CC=C2.C=1C=CC(=CC1)/C=C/C(=O)/C=C/C2=CC=CC=C2.[Pd].[Pd] (tris(dibenzylideneacetone)dipalladium(0)), C(C)(=O)[O-].[Pd+2].C(C)(=O)[O-] (palladium acetate), C=1C=CC(=CC1)/C=C/C(=O)/C=C/C2=CC=CC=C2.C=1C=CC(=CC1)/C=C/C(=O)/C=C/C2=CC=CC=C2.C=1C=CC(=CC1)/C=C/C(=O)/C=C/C2=CC=CC=C2.[Pd].[Pd] (tris(dibenzylideneacetone)dipalladium(0)). Run in C1(=CC=CC=C1)C (toluene). Conditions: temperature 110 celsius, time 24 hour. Product: CC=1C=C(NC2=C(C(=O)OC(C)(C)C)C=CC(=C2)CCC2=CC=CC=C2)C=CC1 (tert-butyl 2-(3-methylanilino)-4-phenethylbenzoate). RXN SMILES: [NH2:1][C:2]1[CH:14]=[C:13]([CH2:15][CH2:16][C:17]2[CH:22]=[CH:21][CH:20]=[CH:19][CH:18]=2)[CH:12]=[CH:11][C:3]=1[C:4]([O:6][C:7]([CH3:10])([CH3:9])[CH3:8])=[O:5].Br[C:24]1[CH:25]=[C:26]([CH3:30])[CH:27]=[CH:28][CH:29]=1.C(=O)([O-])[O-].[Cs+].[Cs+].C1(P(C2CCCCC2)C2C=CC=CC=2C2C(C(C)C)=CC(C(C)C)=CC=2C(C)C)CCCCC1>C1C=CC(/C=C/C(/C=C/C2C=CC=CC=2)=O)=CC=1.C1C=CC(/C=C/C(/C=C/C2C=CC=CC=2)=O)=CC=1.C1C=CC(/C=C/C(/C=C/C2C=CC=CC=2)=O)=CC=1.[Pd].[Pd].C([O-])(=O)C.[Pd+2].C([O-])(=O)C.C1(C)C=CC=CC=1>[CH3:30][C:26]1[CH:25]=[C:24]([CH:29]=[CH:28][CH:27]=1)[NH:1][C:2]1[CH:14]=[C:13]([CH2:15][CH2:16][C:17]2[CH:18]=[CH:19][CH:20]=[CH:21][CH:22]=2)[CH:12]=[CH:11][C:3]=1[C:4]([O:6][C:7]([CH3:10])([CH3:9])[CH3:8])=[O:5] |f:2.3.4,6.7.8.9.10,11.12.13|. Procedure details: To toluene 3.0 mL solution of tert-butyl 2-amino-4-phenethylbenzoate 0.10 g were added 3-bromotoluene 0.10 mL, cesium carbonate 0.22 g, tris(dibenzylideneacetone)dipalladium(0) 3.0 mg and 2-dicyclohexylphosphino-2′,4′,6′-triisopropylbiphenyl 8.0 mg at room temperature, and it was stirred at 110° C. for 24 hours. After the reaction mixture was cooled to room temperature, palladium acetate 1.5 mg, tris(dibenzylideneacetone)dipalladium(0) 3.0 mg and 2-dicyclohexylphosphino-2′,4′,6′-triisopropylbiph... Reactants: CN1CCN(Cc2ccccc2)C(CNC(=O)C(F)(F)F)C1, CCO. The product is CN1CCNC(CNC(=O)C(F)(F)F)C1. Reaction SMILES: [CH2:1]([c:2]1[cH:3][cH:4][cH:5][cH:6][cH:7]1)[N:8]1[CH:9]([CH2:15][NH:16][C:17]([C:18]([F:19])([F:20])[F:21])=[O:22])[CH2:10][N:11]([CH3:14])[CH2:12][CH2:13]1.[CH3:23][CH2:24][OH:25]>>[NH:8]1[CH:9]([CH2:15][NH:16][C:17]([C:18]([F:19])([F:20])[F:21])=[O:22])[CH2:10][N:11]([CH3:14])[CH2:12][CH2:13]1. RXN SMILES: [CH3:1][O:2][C:3](=[O:18])[C:4]([C:12]1[CH:17]=[CH:16][CH:15]=[CH:14][CH:13]=1)([C:6]1[CH:11]=[CH:10][CH:9]=[CH:8][CH:7]=1)Cl.[NH:19]1[CH:23]=[CH:22][N:21]=[CH:20]1>C(#N)C>[CH3:1][O:2][C:3](=[O:18])[C:4]([C:12]1[CH:17]=[CH:16][CH:15]=[CH:14][CH:13]=1)([C:6]1[CH:11]=[CH:10][CH:9]=[CH:8][CH:7]=1)[C:20]1[NH:19][CH:23]=[CH:22][N:21]=1. The product is COC(C(C=1NC=CN1)(C1=CC=CC=C1)C1=CC=CC=C1)=O (diphenyl-imidazolyl-acetic acid methyl ester). Solvent: C(C)#N (acetonitrile). Reported procedure: 13 g (0.05 mole) diphenyl-chloroacetic acid methyl ester (b.p. 140°C/0.1 mm Hg, prepared from diphenyl-chloroacetic acid chloride and methanol according to Ber. 22, 1537) are heated with 10 g imidazole in 100 ml acetonitrile at boiling temperature for 18 hours. After distilling off the solvent in a vacuum, 50 ml of water are added and the mixture is extracted with methylene chloride. After drying over sodium sulphate, the solvent is distilled off in a vacuum and the residue recrystallized from a... The reactants are COC(C(Cl)(C1=CC=CC=C1)C1=CC=CC=C1)=O (diphenyl-chloroacetic acid methyl ester), N1C=NC=C1 (imidazole). Starting materials: COCCOC, CCOC=O, [H-], [Na+], CCOC(=O)CC(C)c1cccnc1. Product: CCOC(=O)C(CO)C(C)c1cccnc1. Reaction SMILES: [CH3:22][O:23][CH2:24][CH2:25][O:26][CH3:27].[CH:15](=[O:16])[O:17][CH2:18][CH3:19].[H-:20].[Na+:21].[n:1]1[cH:2][c:3]([CH:7]([CH2:8][C:9](=[O:10])[O:11][CH2:12][CH3:13])[CH3:14])[cH:4][cH:5][cH:6]1>>[n:1]1[cH:2][c:3]([CH:7]([CH:8]([C:9](=[O:10])[O:11][CH2:12][CH3:13])[CH2:15][OH:16])[CH3:14])[cH:4][cH:5][cH:6]1. The reactants are C(CO)O (ethylene glycol), C(OC)(OC)OC (trimethyl orthoformate), CON=C(C(C)=O)C(C)=O (pentane-2,3,4-trione 3-(O-methyloxime)). The reagents and catalysts are C1(=CC=C(C=C1)S(=O)(=O)O)C (p-toluene sulfonic acid). Conditions: temperature 85 celsius, time 15 minute. Product: CO\N=C(/C(C)=O)\C1(OCCO1)C (1-(2-methyl-[1,3]dioxolan-2-yl)propane-1,2-dione 1(E)-(O-methyloxime)). Yield: 79.4%. Reaction SMILES: [CH2:1]([OH:4])[CH2:2][OH:3].C(OC)(OC)OC.[CH3:12][O:13][N:14]=[C:15]([C:19](=O)[CH3:20])[C:16](=[O:18])[CH3:17]>C1(C)C=CC(S(O)(=O)=O)=CC=1>[CH3:12][O:13]/[N:14]=[C:15](/[C:19]1([CH3:20])[O:4][CH2:1][CH2:2][O:3]1)\[C:16](=[O:18])[CH3:17]. Procedure details: 2400 g (39 mol) of ethylene glycol, 430 g (3.62 mol) of trimethyl orthoformate, 550 g (3.9 mol) of pentane-2,3,4-trione 3-(O-methyloxime) and 9 g of p-toluene sulfonic acid (46 mmol) were heated with stirring to 85° C. over a period of 15 min. After 30 min at 85° C., the mixture was cooled to room temperature. During the reaction, volatile components were distilled off via a column head. For work-up, the mixture was washed with saturated sodium bicarbonate solution and extracted with methyl tert... The reactants are B, CNC(=O)CCc1ccc(Br)cc1, C1CCOC1, CO, Cl. Yields the product CNCCCc1ccc(Br)cc1. RXN SMILES: [BH3:1].[Br:2][c:3]1[cH:4][cH:5][c:6]([CH2:9][CH2:10][C:11](=[O:12])[NH:13][CH3:14])[cH:7][cH:8]1.[CH2:18]1[O:19][CH2:20][CH2:21][CH2:22]1.[CH3:15][OH:16].[ClH:17]>>[Br:2][c:3]1[cH:4][cH:5][c:6]([CH2:9][CH2:10][CH2:11][NH:13][CH3:14])[cH:7][cH:8]1. The reactants are CCOC(=O)CCCCBr, CCOc1ccc(O)c(C=O)c1, CS(C)=O, [K+], [K+], O=C([O-])[O-]. The product is CCOC(=O)CCCCOc1ccc(OCC)cc1C=O. As a reaction SMILES: [Br:13][CH2:14][CH2:15][CH2:16][CH2:17][C:18](=[O:19])[O:20][CH2:21][CH3:22].[CH2:1]([CH3:2])[O:3][c:4]1[cH:5][cH:6][c:7]([OH:12])[c:8]([CH:9]=[O:10])[cH:11]1.[CH3:29][S:30]([CH3:31])=[O:32].[K+:23].[K+:24].[O-:25][C:26]([O-:27])=[O:28]>>[CH2:1]([CH3:2])[O:3][c:4]1[cH:5][cH:6][c:7]([O:12][CH2:14][CH2:15][CH2:16][CH2:17][C:18](=[O:19])[O:20][CH2:21][CH3:22])[c:8]([CH:9]=[O:10])[cH:11]1. Starting materials: Cl.N1=C(C=CC=C1)CCl (2-picolyl chloride hydrochloride), C([O-])([O-])=O.[K+].[K+] (potassium carbonate), O (water), SC1=NC2=CC=CC=C2N=C1 (2-mercaptoquinoxaline). Run in CC(=O)C (acetone). Run at time 0.5 hour. Yields the product Cl.N1=C(C=CC=C1)CSC1=NC2=CC=CC=C2N=C1 (2-(2-pyridylmethylthio)quinoxaline hydrochloride). Yield: 58.6%. Reaction SMILES: [SH:1][C:2]1[CH:11]=[N:10][C:9]2[C:4](=[CH:5][CH:6]=[CH:7][CH:8]=2)[N:3]=1.Cl.[N:13]1[CH:18]=[CH:17][CH:16]=[CH:15][C:14]=1[CH2:19][Cl:20].C(=O)([O-])[O-].[K+].[K+].O>CC(C)=O>[ClH:20].[N:13]1[CH:18]=[CH:17][CH:16]=[CH:15][C:14]=1[CH2:19][S:1][C:2]1[CH:11]=[N:10][C:9]2[C:4](=[CH:5][CH:6]=[CH:7][CH:8]=2)[N:3]=1 |f:1.2,3.4.5,8.9|. Procedure: In 50 ml of acetone was dissolved 2.0 g of 2-mercaptoquinoxaline. To the solution were added 2.02 g of 2-picolyl chloride hydrochloride, 4.0 g of potassium carbonate and 5 ml of water. The resulting mixture was stirred at room temperature for 0.5 hr., and the solvent was removed under reduced pressure. The residue was extracted with chloroform after addition of chloroform and water. The organic layer was separated and dried over sodium sulfate. The sodium sulfate was removed by filtration, and t...